Task: describe an organic reaction: reactants, conditions, products, and yield. Dataset: the Open Reaction Database (ORD), a public repository of structured organic reaction records Yields the product O=C1Oc2cc(O)ccc2CN1C1CCCCC1. As a reaction SMILES: [CH3:28][CH2:29][O:30][C:31](=[O:32])[CH3:33].[CH:1]1([N:7]2[C:8](=[O:19])[O:9][c:10]3[c:11]([cH:13][cH:14][c:15]([O:17][CH3:18])[cH:16]3)[CH2:12]2)[CH2:2][CH2:3][CH2:4][CH2:5][CH2:6]1.[ClH:26].[ClH:27].[OH2:34].[nH+:20]1[cH:21][cH:22][cH:23][cH:24][cH:25]1>>[CH:1]1([N:7]2[C:8](=[O:19])[O:9][c:10]3[c:11]([cH:13][cH:14][c:15]([OH:17])[cH:16]3)[CH2:12]2)[CH2:2][CH2:3][CH2:4][CH2:5][CH2:6]1. Reactants: CCOC(C)=O, COc1ccc2c(c1)OC(=O)N(C1CCCCC1)C2, Cl, Cl, O, c1cc[nH+]cc1. The reactants are OC(C[C@@]1(CCN(C(O1)=O)[C@@H](C)C1=CC=C(C=C1)B1OC(C(O1)(C)C)(C)C)C1=CC=CC=C1)(C)C ((S)-6-(2-hydroxy-2-methylpropyl)-6-phenyl-3-((S)-1-(4-(4,4,5,5-tetramethyl-1,3,2-dioxaborolan-2-yl)phenyl)ethyl)-1,3-oxazinan-2-one), BrC=1SC=C(N1)C(=O)NC(C)(C)C (2-bromo-N-tert-butylthiazole-4-carboxamide). Product: C(C)(C)(C)NC(=O)C=1N=C(SC1)C1=CC=C(C=C1)[C@H](C)N1C(O[C@](CC1)(C1=CC=CC=C1)CC(C)(C)O)=O (N-tert-butyl-2-(4-((S)-1-((S)-6-(2-hydroxy-2-methylpropyl)-2-oxo-6-phenyl-1,3-oxazinan-3-yl)ethyl)phenyl)thiazole-4-carboxamide). As a reaction SMILES: [OH:1][C:2]([CH3:35])([CH3:34])[CH2:3][C@@:4]1([C:28]2[CH:33]=[CH:32][CH:31]=[CH:30][CH:29]=2)[O:9][C:8](=[O:10])[N:7]([C@H:11]([C:13]2[CH:18]=[CH:17][C:16](B3OC(C)(C)C(C)(C)O3)=[CH:15][CH:14]=2)[CH3:12])[CH2:6][CH2:5]1.Br[C:37]1[S:38][CH:39]=[C:40]([C:42]([NH:44][C:45]([CH3:48])([CH3:47])[CH3:46])=[O:43])[N:41]=1>>[C:45]([NH:44][C:42]([C:40]1[N:41]=[C:37]([C:16]2[CH:15]=[CH:14][C:13]([C@@H:11]([N:7]3[CH2:6][CH2:5][C@:4]([CH2:3][C:2]([OH:1])([CH3:34])[CH3:35])([C:28]4[CH:29]=[CH:30][CH:31]=[CH:32][CH:33]=4)[O:9][C:8]3=[O:10])[CH3:12])=[CH:18][CH:17]=2)[S:38][CH:39]=1)=[O:43])([CH3:48])([CH3:46])[CH3:47]. Procedure details: The title compound was prepared from (S)-6-(2-hydroxy-2-methylpropyl)-6-phenyl-3-((S)-1-(4-(4,4,5,5-tetramethyl-1,3,2-dioxaborolan-2-yl)phenyl)ethyl)-1,3-oxazinan-2-one and 2-bromo-N-tert-butylthiazole-4-carboxamide following a procedure analogous to that described in Example 1 Step 2. LC-MS Method 2 tR=1.315 min, m/z=478.3; 1H NMR (CDCl3) 1.18 (s, 3H), 1.36 (s, 3H), 1.49 (s, 9H), 2.11 (d, 3H), 2.14 (s, 4H), 2.33 (m, 1H), 2.80 (m, 1H), 5.64 (m, 1H), 7.19 (m, 2H), 7.28-7.39 (m, 5H), 7.60 (m, 2H),... Reactants: COC(C1=CC=C(C=C1)CN(C1=CC=C(C=C1)C1CCCCC1)C(=O)OC(C)(C)C)=O (4-{[tert-Butoxycarbonyl-(4-cyclohexylphenyl)amino]methyl}benzoic acid methyl ester), [OH-].[Na+] (sodium hydroxide). Solvent: C(C)O (ethanol). Run at time 8 hour. Yields the product C(C)(C)(C)OC(=O)N(C1=CC=C(C=C1)C1CCCCC1)CC1=CC=C(C(=O)O)C=C1 (4-{[tert-butoxycarbonyl-(4-cyclohexylphenyl)amino]methyl}-benzoic acid). Reaction SMILES: C[O:2][C:3](=[O:31])[C:4]1[CH:9]=[CH:8][C:7]([CH2:10][N:11]([C:24]([O:26][C:27]([CH3:30])([CH3:29])[CH3:28])=[O:25])[C:12]2[CH:17]=[CH:16][C:15]([CH:18]3[CH2:23][CH2:22][CH2:21][CH2:20][CH2:19]3)=[CH:14][CH:13]=2)=[CH:6][CH:5]=1.[OH-].[Na+]>C(O)C>[C:27]([O:26][C:24]([N:11]([CH2:10][C:7]1[CH:6]=[CH:5][C:4]([C:3]([OH:31])=[O:2])=[CH:9][CH:8]=1)[C:12]1[CH:17]=[CH:16][C:15]([CH:18]2[CH2:23][CH2:22][CH2:21][CH2:20][CH2:19]2)=[CH:14][CH:13]=1)=[O:25])([CH3:30])([CH3:28])[CH3:29] |f:1.2|. Procedure: 4-{[tert-Butoxycarbonyl-(4-cyclohexylphenyl)amino]methyl}benzoic acid methyl ester was suspended in ethanol (30 mL) and sodium hydroxide (4 N, 8.1 mL) was added. The reaction mixture was stirred overnight. The mixture was concentrated to dryness, suspended in water (100 mL), acidified with hydrochloric acid (8.5 mL, 4 N) and extracted with ethyl acetate (100 mL). The aqueous phase was extracted once more with ethyl acetate (30 mL) and the combined organic phases were washed with water (3×50 mL),... Conditions: time 90 minute. Solvent: CN(C=O)C (dimethylformamide). Isolated yield 32.0%. As a reaction SMILES: [SH:1][C:2]1[C:3]([S:8]([NH2:11])(=[O:10])=[O:9])=[N:4][CH:5]=[CH:6][CH:7]=1.C(=O)([O-])[O-].[K+].[K+].[F:18][CH2:19][CH2:20][CH2:21]Br.Cl>CN(C)C=O>[F:18][CH2:19][CH2:20][CH2:21][S:1][C:2]1[C:3]([S:8]([NH2:11])(=[O:9])=[O:10])=[N:4][CH:5]=[CH:6][CH:7]=1 |f:1.2.3|. Reported procedure: A mixture consisting of 0.285 g of 3-mercaptopyridin-2-ylsulfonamide, 0.455 g of potassium carbonate, 5 ml of dry dimethylformamide and 0.23 g of 3-fluoro-1-bromopropane is stirred for 90 minutes at a temperature of +25° C. in a nitrogen atmosphere. The reaction mixture is subsequently added to an ice/water mixture. After a pH of 2 has been established with 2.8 ml of 2N HCl, the reaction mixture is extracted twice with ethyl acetate. The combined organic phases are washed three times with water ... Reactants: SC=1C(=NC=CC1)S(=O)(=O)N (3-mercaptopyridin-2-ylsulfonamide), ice water, Cl (HCl), C([O-])([O-])=O.[K+].[K+] (potassium carbonate), FCCCBr (3-fluoro-1-bromopropane). Yields the product FCCCSC=1C(=NC=CC1)S(=O)(=O)N (3-(3-fluoropropylthio)pyridin-2-ylsulfonamide). Reactants: C(CO)O (ethylene glycol), C(C(=C)C)(=O)OC (methyl methacrylate), C1CCCCC1 (cyclohexane), C[Sn](C)(Cl)Cl (dimethyltin dichloride), CO (methanol). The reagents and catalysts are C([O-])([O-])=O.[Na+].[Na+] (sodium carbonate), [Br-].[Na+] (sodium bromide), COC1=CC=C(C=C1)O (MEHQ), CO (methanol). Run in C[O-].[Na+] (sodium methoxide). Product: C(C(=C)C)(=O)OCCOC(C(=C)C)=O (Ethylene Glycol Dimethacrylate). Yield: 9282.8%. As a reaction SMILES: [CH2:1]([OH:4])[CH2:2][OH:3].[C:5]([O:10]C)(=O)[C:6]([CH3:8])=[CH2:7].[CH2:12]1[CH2:17][CH2:16]CCC1.C[Sn](Cl)(Cl)C.[CH3:23][OH:24]>C[O-].[Na+].CO.C(=O)([O-])[O-].[Na+].[Na+].COC1C=CC(O)=CC=1.[Br-].[Na+]>[C:23]([O:3][CH2:2][CH2:1][O:4][C:5](=[O:10])[C:6]([CH3:8])=[CH2:7])(=[O:24])[C:17]([CH3:16])=[CH2:12] |f:5.6,8.9.10,12.13|. Procedure: A 3-L round-bottomed, 4-necked flask is fitted with a 1-ft. fractionating column, variable reflux distillation head, air sparge tube, and a side arm containing a mercury thermometer and addition funnel. The air sparge rate is set to 30 mL/min. The flask is charged with ethylene glycol (310 g, 5 moles), methyl methacrylate (1200 g, 12 moles), cyclohexane (80 g, 1 mole), 73% dimethyltin dichloride in methanol (15 g, 0.05 moles), 25% sodium methoxide in methanol (10.8 g, 0.05 moles), 5.3 g (0.05 mo... Reactants: [N-]=[N+]=[N-].[Na+] (sodium azide), N(=[N+]=[N-])C=1C=C(C=CC1)C(CC)OC1=C(C=CC=C1)OC (3-azido-1-(o-methoxyphenoxy)propylbenzene), ClC=1C=C(C=CC1)C(CC)OC1=C(C=CC=C1)OC (3-chloro-1-(o-methoxyphenoxy)propylbenzene), CN(C=O)C (dimethylformamide), [N-]=[N+]=[N-].[Na+] (sodium azide), latter compound. Run in O (water), C(C)(C)O (isopropanol), O (water). Reaction conditions: temperature 95 celsius. The product is COC1=C(OC(CCN)C2=CC=CC=C2)C=CC=C1 (3-(o-methoxyphenoxy)-3-phenylpropylamine). RXN SMILES: [N-]=[N+]=[N-].[Na+].Cl[C:6]1[CH:7]=[C:8]([CH:12]([O:15][C:16]2[CH:21]=[CH:20][CH:19]=[CH:18][C:17]=2[O:22][CH3:23])[CH2:13][CH3:14])[CH:9]=[CH:10][CH:11]=1.C[N:25](C)C=O.N(C1C=C(C(OC2C=CC=CC=2OC)CC)C=CC=1)=[N+]=[N-]>O.C(O)(C)C>[CH3:23][O:22][C:17]1[CH:18]=[CH:19][CH:20]=[CH:21][C:16]=1[O:15][CH:12]([C:8]1[CH:9]=[CH:10][CH:11]=[CH:6][CH:7]=1)[CH2:13][CH2:14][NH2:25] |f:0.1|. Reported procedure: A solution of 2.6 g. of sodium azide in 10 ml. of water was placed in a 100 ml. three-neck, round-bottom flask equipped with stirrer, condenser and thermometer. A second solution containing 2.76 g. of 3-chloro-1-(o-methoxyphenoxy)propylbenzene in 30 ml. of dimethylformamide was added to the sodium azide solution, and the resulting mixture heated at 95° C. overnight. The reaction mixture was cooled, diluted with water and extracted three times with ether. The ether extracts were combined, the com...